This data is from the Open Reaction Database (ORD), a public repository of structured organic reaction records. The task is: describe an organic reaction: reactants, conditions, products, and yield Starting materials: CC(C)(C)OC(=O)N1CCc2cc(C#N)ccc2C1C1CCCCC1, CCOC(C)=O, CCOC(C)=O, CCOCC, Cl. Yields the product N#Cc1ccc2c(c1)CCNC2C1CCCCC1, Cl. As a reaction SMILES: [C:8](#[N:9])[c:10]1[cH:11][c:12]2[c:17]([cH:18][cH:19]1)[CH:16]([CH:20]1[CH2:21][CH2:22][CH2:23][CH2:24][CH2:25]1)[N:15]([C:26]([O:27][C:28]([CH3:29])([CH3:30])[CH3:31])=[O:32])[CH2:14][CH2:13]2.[CH3:2][CH2:3][O:4][C:5]([CH3:6])=[O:7].[CH3:33][CH2:34][O:35][C:36]([CH3:37])=[O:38].[CH3:39][CH2:40][O:41][CH2:42][CH3:43].[ClH:1]>>[C:8](#[N:9])[c:10]1[cH:11][c:12]2[c:17]([cH:18][cH:19]1)[CH:16]([CH:20]1[CH2:21][CH2:22][CH2:23][CH2:24][CH2:25]1)[NH:15][CH2:14][CH2:13]2.[ClH:1]. The reactants are O=C([O-])[O-], CN(C)C=O, Cc1oc(-c2ccco2)nc1CCl, [K+], [K+], O, COC(=O)CCc1cn(Cc2ccc(O)cc2)nc1-c1ccccc1. Yields the product COC(=O)CCc1cn(Cc2ccc(OCc3nc(-c4ccco4)oc3C)cc2)nc1-c1ccccc1. RXN SMILES: [C:39](=[O:40])([O-:41])[O-:42].[CH3:45][N:46]([CH3:47])[CH:48]=[O:49].[Cl:1][CH2:2][c:3]1[n:4][c:5](-[c:9]2[o:10][cH:11][cH:12][cH:13]2)[o:6][c:7]1[CH3:8].[K+:43].[K+:44].[OH2:50].[OH:14][c:15]1[cH:16][cH:17][c:18]([CH2:19][n:20]2[n:21][c:22](-[c:31]3[cH:32][cH:33][cH:34][cH:35][cH:36]3)[c:23]([CH2:25][CH2:26][C:27](=[O:28])[O:29][CH3:30])[cH:24]2)[cH:37][cH:38]1>>[CH2:2]([c:3]1[n:4][c:5](-[c:9]2[o:10][cH:11][cH:12][cH:13]2)[o:6][c:7]1[CH3:8])[O:14][c:15]1[cH:16][cH:17][c:18]([CH2:19][n:20]2[n:21][c:22](-[c:31]3[cH:32][cH:33][cH:34][cH:35][cH:36]3)[c:23]([CH2:25][CH2:26][C:27](=[O:28])[O:29][CH3:30])[cH:24]2)[cH:37][cH:38]1. The reactants are CCOC(=O)C1CCCN(C(=O)C=Cc2ccc(Sc3ccc4c(ccn4C)c3)c(Cl)c2)C1, [K+], [Na+], [OH-], [OH-]. Product: Cn1ccc2cc(Sc3ccc(C=CC(=O)N4CCCC(C(=O)O)C4)cc3Cl)ccc21. RXN SMILES: [CH3:1][n:2]1[cH:3][cH:4][c:5]2[cH:6][c:7]([S:11][c:12]3[c:13]([Cl:33])[cH:14][c:15]([CH:18]=[CH:19][C:20](=[O:21])[N:22]4[CH2:23][CH:24]([C:28](=[O:29])[O:30][CH2:31][CH3:32])[CH2:25][CH2:26][CH2:27]4)[cH:16][cH:17]3)[cH:8][cH:9][c:10]12.[K+:35].[Na+:37].[OH-:34].[OH-:36]>>[CH3:1][n:2]1[cH:3][cH:4][c:5]2[cH:6][c:7]([S:11][c:12]3[c:13]([Cl:33])[cH:14][c:15]([CH:18]=[CH:19][C:20](=[O:21])[N:22]4[CH2:23][CH:24]([C:28](=[O:29])[OH:30])[CH2:25][CH2:26][CH2:27]4)[cH:16][cH:17]3)[cH:8][cH:9][c:10]12. The reactants are CC(C)(C)Cn1c(Cn2[nH]c(=O)c3ccccc3c2=O)cc2cnc(C#N)nc21, [K+], [K+], O=C([O-])[O-], CN(C)C=O. The product is Cn1c(=O)c2ccccc2c(=O)n1Cc1cc2cnc(C#N)nc2n1CC(C)(C)C. As a reaction SMILES: [CH3:1][C:2]([CH2:3][n:4]1[c:5]([CH2:15][n:16]2[c:17](=[O:27])[c:18]3[cH:19][cH:20][cH:21][cH:22][c:23]3[c:24](=[O:26])[nH:25]2)[cH:6][c:7]2[c:8]1[n:9][c:10]([C:13]#[N:14])[n:11][cH:12]2)([CH3:28])[CH3:29].[K+:30].[K+:31].[O-:32][C:33]([O-:34])=[O:35].[O:36]=[CH:37][N:38]([CH3:39])[CH3:40]>>[CH3:1][C:2]([CH2:3][n:4]1[c:5]([CH2:15][n:16]2[c:17](=[O:27])[c:18]3[cH:19][cH:20][cH:21][cH:22][c:23]3[c:24](=[O:26])[n:25]2[CH3:33])[cH:6][c:7]2[c:8]1[n:9][c:10]([C:13]#[N:14])[n:11][cH:12]2)([CH3:28])[CH3:29]. Reactants: C(C1=CC=CC=C1)NC(=O)C1=C(N=C(S1)N1C(CCC1)=O)C (N-benzyl-4-methyl-2-(2-oxopyrrolidin-1-yl)thiazole-5-carboxamide), BrCC1=CC=C(C=C1)OC(F)F (1-(bromomethyl)-4-(difluoromethoxy)benzene). Yields the product C(C1=CC=CC=C1)NC(=O)C1=C(N=C(S1)N1C(C(CC1)CC1=CC=C(C=C1)OC(F)F)=O)C (N-benzyl-2-(3-(4-(difluoromethoxy)benzyl)-2-oxopyrrolidin-1-yl)-4-methylthiazole-5-carboxamide). Isolated yield 27.0%. Reaction SMILES: [CH2:1]([NH:8][C:9]([C:11]1[S:15][C:14]([N:16]2[CH2:20][CH2:19][CH2:18][C:17]2=[O:21])=[N:13][C:12]=1[CH3:22])=[O:10])[C:2]1[CH:7]=[CH:6][CH:5]=[CH:4][CH:3]=1.Br[CH2:24][C:25]1[CH:30]=[CH:29][C:28]([O:31][CH:32]([F:34])[F:33])=[CH:27][CH:26]=1>>[CH2:1]([NH:8][C:9]([C:11]1[S:15][C:14]([N:16]2[CH2:20][CH2:19][CH:18]([CH2:24][C:25]3[CH:26]=[CH:27][C:28]([O:31][CH:32]([F:33])[F:34])=[CH:29][CH:30]=3)[C:17]2=[O:21])=[N:13][C:12]=1[CH3:22])=[O:10])[C:2]1[CH:7]=[CH:6][CH:5]=[CH:4][CH:3]=1. Procedure: Following the procedure as described in Example 2, making variation as required to use N-benzyl-4-methyl-2-(2-oxopyrrolidin-1-yl)thiazole-5-carboxamide in place of N-(4-fluorobenzyl)-4-methyl-2-(2-oxopyrrolidin-1-yl)thiazole-5-carboxamide to react with 1-(bromomethyl)-4-(difluoromethoxy)benzene in place of 1-(bromomethyl)-4-(trifluoromethyl)benzene, the title compound was obtained as a white solid in 27% yield: mp 132-133° C. (hexanes/ethyl acetate); 1H NMR (300 MHz, CDCl3) δ 7.41-7.24 (m, 5H), ... Procedure: The title compound was prepared in analogy to Example 5, intermediate a, from 4-[5,6-difluoro-2-(2-hydroxy-phenyl)-benzoimidazol-1-ylmethyl]-3-fluoro-benzonitrile and iodomethyl-cyclopentane (CAS Reg. No. 27935-87-1). Off-white solid (51%). MS (Turbo Spray): m/z=462.2 (M+H). Starting materials: FC1=CC2=C(N(C(=N2)C2=C(C=CC=C2)O)CC2=C(C=C(C#N)C=C2)F)C=C1F (4-[5,6-difluoro-2-(2-hydroxy-phenyl)-benzoimidazol-1-ylmethyl]-3-fluoro-benzonitrile), ICC1CCCC1 (iodomethyl-cyclopentane), solid. Yields the product C1(CCCC1)COC1=C(C=CC=C1)C1=NC2=C(N1CC1=C(C=C(C#N)C=C1)F)C=C(C(=C2)F)F (4-[2-(2-Cyclopentylmethoxy-phenyl)-5,6-difluoro-benzoimidazol-1-ylmethyl]-3-fluoro-benzonitrile). Reaction SMILES: [F:1][C:2]1[C:27]([F:28])=[CH:26][C:5]2[N:6]([CH2:16][C:17]3[CH:24]=[CH:23][C:20]([C:21]#[N:22])=[CH:19][C:18]=3[F:25])[C:7]([C:9]3[CH:14]=[CH:13][CH:12]=[CH:11][C:10]=3[OH:15])=[N:8][C:4]=2[CH:3]=1.I[CH2:30][CH:31]1[CH2:35][CH2:34][CH2:33][CH2:32]1>>[CH:31]1([CH2:30][O:15][C:10]2[CH:11]=[CH:12][CH:13]=[CH:14][C:9]=2[C:7]2[N:6]([CH2:16][C:17]3[CH:24]=[CH:23][C:20]([C:21]#[N:22])=[CH:19][C:18]=3[F:25])[C:5]3[CH:26]=[C:27]([F:28])[C:2]([F:1])=[CH:3][C:4]=3[N:8]=2)[CH2:35][CH2:34][CH2:33][CH2:32]1. Reactants: C(C)(=O)SCC1C(N2N(CCCC2C(=O)O)C1)=O (2-acetylthiomethyl-hexahydro-3-oxo-1H-pyrazolo[1,2-a]pyridazine-5-carboxylic acid), P(=O)(O)([O-])[O-].[Na+].[Na+] (disodium hydrogen orthophosphate). The solvent is Cl (hydrochloric acid). Yields the product SCC1C(N2N(CCCC2C(=O)O)C1)=O (hexahydro-2-mercaptomethyl-3-oxo-1H- pyrazolo[1,2-a]pyridazine-5-carboxylic acid). Yield: 72.3%. Reaction SMILES: C([S:4][CH2:5][CH:6]1[CH2:17][N:9]2[CH2:10][CH2:11][CH2:12][CH:13]([C:14]([OH:16])=[O:15])[N:8]2[C:7]1=[O:18])(=O)C.P([O-])([O-])(O)=O.[Na+].[Na+]>Cl>[SH:4][CH2:5][CH:6]1[CH2:17][N:9]2[CH2:10][CH2:11][CH2:12][CH:13]([C:14]([OH:16])=[O:15])[N:8]2[C:7]1=[O:18] |f:1.2.3|. Reported procedure: 1.8 g of 2-acetylthiomethyl-hexahydro-3-oxo-1H-pyrazolo[1,2-a]pyridazine-5-carboxylic acid were heated at 95° C. for 1.5 hours in 2 M hydrochloric acid. The mixture was cooled, the pH was adjusted to 3 by the addition of disodium hydrogen orthophosphate and the aqueous solution was extracted repeatedly with ethyl acetate. The organic extracts were dried over magnesium sulfate and evaporated. After recrystallization of the residue from acetone, there were obtained 1.1 g of hexahydro-2-mercaptomet... Reactants: C(C1=CC=CC=C1)NC=1N=C(SC1C(=O)OC)SC (methyl 4-(benzylamino)-2-(methylthio)-1,3-thiazole-5-carboxylate), C(C)C(CNC1=C(C(=O)OCC)C=CC=N1)CC (ethyl 2-[(2-ethylbutyl)amino]nicotinate), N (NH3). The product is C(C1=CC=CC=C1)N1C(OC(C2=C1N=C(S2)SC)=O)=O (4-benzyl-2-(methylthio)-5H-[1,3]thiazolo[4,5-d][1,3]oxazine-5,7(4H)-dione). As a reaction SMILES: [CH2:1]([NH:8][C:9]1[N:10]=[C:11]([S:18][CH3:19])[S:12][C:13]=1[C:14]([O:16][CH3:17])=[O:15])[C:2]1[CH:7]=[CH:6][CH:5]=[CH:4][CH:3]=1.C(C(CC)CNC1N=CC=CC=1C(OCC)=[O:28])C.N>>[CH2:1]([N:8]1[C:9]2[N:10]=[C:11]([S:18][CH3:19])[S:12][C:13]=2[C:14](=[O:15])[O:16][C:17]1=[O:28])[C:2]1[CH:3]=[CH:4][CH:5]=[CH:6][CH:7]=1. Reported procedure: The title compound was prepared according to the procedure of Example 3B substituting the product of Example 139A for the product of Example 3A (0.048 g, 92%). MS (DCI/NH3) m/z 324 (M+NH4)+.